From a dataset of the Open Reaction Database (ORD), a public repository of structured organic reaction records. describe an organic reaction: reactants, conditions, products, and yield The reactants are FC=1C=C(C=O)C=C(C1O)F (3,5-difluoro-4-hydroxybenzaldehyde), C([O-])([O-])=O.[K+].[K+] (potassium carbonate), C(C1=CC=CC=C1)Cl (benzyl chloride). Run in O (water), CN(C=O)C (dimethylformamide). Run at temperature 50 celsius, time 8 hour. Yields the product C(C1=CC=CC=C1)OC1=C(C=C(C=O)C=C1F)F (4-(benzyloxy)-3,5-difluorobenzaldehyde). Reaction SMILES: [F:1][C:2]1[CH:3]=[C:4]([CH:7]=[C:8]([F:11])[C:9]=1[OH:10])[CH:5]=[O:6].C(=O)([O-])[O-].[K+].[K+].[CH2:18](Cl)[C:19]1[CH:24]=[CH:23][CH:22]=[CH:21][CH:20]=1>CN(C)C=O.O>[CH2:18]([O:10][C:9]1[C:2]([F:1])=[CH:3][C:4]([CH:5]=[O:6])=[CH:7][C:8]=1[F:11])[C:19]1[CH:24]=[CH:23][CH:22]=[CH:21][CH:20]=1 |f:1.2.3|. Reported procedure: To a mixture of 3,5-difluoro-4-hydroxybenzaldehyde (6) (8.26 g, 52.2 mmol), and potassium carbonate (14.4 g, 104.4 mmol) in dimethylformamide (100 mL) was added benzyl chloride (7.2 mL, 62.7 mmol) and stirred overnight at 50° C. The reaction was diluted with water and extracted with ethyl acetate (3×75 mL). The organic layer was dried over sodium sulfate, filtered, and concentrated in vacuo. The residue was purified by flash column chromatography on silica gel (0-100% EtOAc in hexanes) to afford... The reactants are CS(C)=O, N#C[Cu], CC(C)(C)ON=O, Nc1cc(C(F)(F)F)c2c(c1)[nH]c(=O)n2-c1ccc(Cl)cc1. Yields the product N#Cc1cc(C(F)(F)F)c2c(c1)[nH]c(=O)n2-c1ccc(Cl)cc1. As a reaction SMILES: [CH3:33][S:34](=[O:35])[CH3:36].[Cu:23][C:24]#[N:25].[N:26]([O:27][C:28]([CH3:29])([CH3:30])[CH3:31])=[O:32].[NH2:1][c:2]1[cH:3][c:4]2[c:5]([n:6](-[c:10]3[cH:11][cH:12][c:13]([Cl:16])[cH:14][cH:15]3)[c:7](=[O:9])[nH:8]2)[c:17]([C:19]([F:20])([F:21])[F:22])[cH:18]1>>[c:2]1([C:24]#[N:25])[cH:3][c:4]2[c:5]([n:6](-[c:10]3[cH:11][cH:12][c:13]([Cl:16])[cH:14][cH:15]3)[c:7](=[O:9])[nH:8]2)[c:17]([C:19]([F:20])([F:21])[F:22])[cH:18]1. The reactants are O=C(CN1CCc2nc(Br)sc2C1)N1CCN(C2CCC2)CC1, CCCC[Sn](CCCC)(CCCC)c1cccnn1, Cc1ccccc1, c1ccc(P(c2ccccc2)(c2ccccc2)[Pd](P(c2ccccc2)(c2ccccc2)c2ccccc2)(P(c2ccccc2)(c2ccccc2)c2ccccc2)P(c2ccccc2)(c2ccccc2)c2ccccc2)cc1. The product is O=C(CN1CCc2nc(-c3cccnn3)sc2C1)N1CCN(C2CCC2)CC1. RXN SMILES: [Br:1][c:2]1[s:3][c:4]2[c:9]([n:10]1)[CH2:8][CH2:7][N:6]([CH2:11][C:12](=[O:13])[N:14]1[CH2:15][CH2:16][N:17]([CH:20]3[CH2:21][CH2:22][CH2:23]3)[CH2:18][CH2:19]1)[CH2:5]2.[CH2:24]([Sn:25]([CH2:26][CH2:27][CH2:28][CH3:35])([c:29]1[n:30][n:31][cH:32][cH:33][cH:34]1)[CH2:36][CH2:37][CH2:38][CH3:39])[CH2:40][CH2:41][CH3:42].[CH3:43][c:44]1[cH:45][cH:46][cH:47][cH:48][cH:49]1.[cH:50]1[cH:51][cH:52][c:53]([P:54]([Pd:55]([P:56]([c:57]2[cH:58][cH:59][cH:60][cH:61][cH:62]2)([c:63]2[cH:64][cH:65][cH:66][cH:67][cH:68]2)[c:69]2[cH:70][cH:71][cH:72][cH:73][cH:74]2)([P:75]([c:76]2[cH:77][cH:78][cH:79][cH:80][cH:81]2)([c:82]2[cH:83][cH:84][cH:85][cH:86][cH:87]2)[c:88]2[cH:89][cH:90][cH:91][cH:92][cH:93]2)[P:94]([c:95]2[cH:96][cH:97][cH:98][cH:99][cH:100]2)([c:101]2[cH:102][cH:103][cH:104][cH:105][cH:106]2)[c:107]2[cH:108][cH:109][cH:110][cH:111][cH:112]2)([c:113]2[cH:114][cH:115][cH:116][cH:117][cH:118]2)[c:119]2[cH:120][cH:121][cH:122][cH:123][cH:124]2)[cH:125][cH:126]1>>[c:2]1(-[c:29]2[n:30][n:31][cH:32][cH:33][cH:34]2)[s:3][c:4]2[c:9]([n:10]1)[CH2:8][CH2:7][N:6]([CH2:11][C:12](=[O:13])[N:14]1[CH2:15][CH2:16][N:17]([CH:20]3[CH2:21][CH2:22][CH2:23]3)[CH2:18][CH2:19]1)[CH2:5]2. The reactants are C1=CC=CC=2NC3=C(NCC21)C=CC=C3 (5,11-dihydro-10H-dibenz[b,e][1,4]diazepine), CC=1OC=CC1C(=O)NC1=CC=C(C=N1)C(=O)Cl (6-[(2-methyl-3-furanylcarbonyl)amino]-3-pyridinecarbonyl chloride). Product: C1=CC=CC=2NC3=C(N(CC21)C(=O)C=2C=CC(=NC2)NC(=O)C2=C(OC=C2)C)C=CC=C3 (N-[5-[(5,11-Dihydro-10H-dibenz[b,e][1,4]diazepin-10-yl)carbonyl]-2-pyridinyl]-2-methylfurane-3-carboxamide). RXN SMILES: [CH:1]1[C:11]2[CH2:10][NH:9][C:8]3[CH:12]=[CH:13][CH:14]=[CH:15][C:7]=3[NH:6][C:5]=2[CH:4]=[CH:3][CH:2]=1.[CH3:16][C:17]1[O:18][CH:19]=[CH:20][C:21]=1[C:22]([NH:24][C:25]1[N:30]=[CH:29][C:28]([C:31](Cl)=[O:32])=[CH:27][CH:26]=1)=[O:23]>>[CH:1]1[C:11]2[CH2:10][N:9]([C:31]([C:28]3[CH:27]=[CH:26][C:25]([NH:24][C:22]([C:21]4[CH:20]=[CH:19][O:18][C:17]=4[CH3:16])=[O:23])=[N:30][CH:29]=3)=[O:32])[C:8]3[CH:12]=[CH:13][CH:14]=[CH:15][C:7]=3[NH:6][C:5]=2[CH:4]=[CH:3][CH:2]=1. Procedure details: As described for Example 20, 5,11-dihydro-10H-dibenz[b,e][1,4]diazepine is reacted with 6-[(2-methyl-3-furanylcarbonyl)amino]-3-pyridinecarbonyl chloride to give the product as a solid. Starting materials: COC(=O)C=1C=CC(=CC1)O (methyl p-hydroxybenzoate), C(CCCCO)O (1,5-pentanediol), C1(=CC=CC=C1)P(C1=CC=CC=C1)C1=CC=CC=C1 (triphenylphosphine). Run in O1CCCC1 (tetrahydrofuran), CCOC(=O)/N=N/C(=O)OCC (diethylazodicarboxylate). Reaction conditions: time 16 hour. Yields the product OCCCCCOC1=CC=C(C(=O)OC)C=C1 (Methyl 4-[(5-hydroxypentyl)oxy]benzoate). Yield: 68.0%. As a reaction SMILES: [CH3:1][O:2][C:3]([C:5]1[CH:6]=[CH:7][C:8]([OH:11])=[CH:9][CH:10]=1)=[O:4].[CH2:12](O)[CH2:13][CH2:14][CH2:15][CH2:16][OH:17].C1(P(C2C=CC=CC=2)C2C=CC=CC=2)C=CC=CC=1>O1CCCC1.CCOC(/N=N/C(OCC)=O)=O>[OH:17][CH2:16][CH2:15][CH2:14][CH2:13][CH2:12][O:11][C:8]1[CH:9]=[CH:10][C:5]([C:3]([O:2][CH3:1])=[O:4])=[CH:6][CH:7]=1. Procedure details: To a solution of methyl p-hydroxybenzoate (3.38 g), 1,5-pentanediol (2.30 g) and triphenylphosphine (5.96 g) in tetrahydrofuran (100 mL), diethylazodicarboxylate (2.2N toluene solution, 10 mL) was slowly added under ice cooling. The reaction mixture was stirred under ice cooling for 16 hours. The reaction mixture was concentrated and the residue was washed with n-hexane-ethyl acetate solution (n-hexane:ethyl acetate=1:1). The reaction mixture was concentrated and then purified by silica gel chro... Starting materials: CC(C)C[Al](CC(C)C)CC(C)C (TIBAL), C=CCCCC (1-hexene), C=C (ethylene). The solvent is CCCCCC (hexane), CCCCCC (hexane). Conditions: temperature 10 celsius. Yields the product CCCCCCCCCC (decane). Reaction SMILES: CC(C[Al](C[CH:11]([CH3:13])[CH3:12])CC(C)C)C.[CH2:14]=[CH:15][CH2:16][CH2:17][CH2:18][CH3:19].[CH2:20]=C>CCCCCC>[CH3:14][CH2:15][CH2:16][CH2:17][CH2:18][CH2:19][CH2:20][CH2:13][CH2:11][CH3:12]. Reported procedure: In a 200 ml glass flask replaced with nitrogen, 52.7 ml of hexane was placed, and the hexane slurry of the solid catalyst component (X-4) (4.0 g in terms of solid part) prepared above was introduced. Next, the system was cooled down to 10° C., then 5.32 mmol of TIBAL and 0.535 ml of 1-hexene were added, and feed of ethylene was started at 30 l/hr at atmospheric pressure. Polymerization was carried out at 25° C. until the integrated absorption quantity of ethylene by the solid catalyst component ... Starting materials: CC1=C(C(=CC=C1)C)N=C(C)C1=CC=CC(=N1)C(C)=O (1-{6-[1-(2,6-Dimethyl-phenylimino)-ethyl]-pyridin-2-yl}-ethanone), C(CCC)C1=C(C=CC=C1)N (2-n-Butyl-phenylamine). Run in C1(=CC=CC=C1)C (toluene). Yields the product C(CCC)C1=C(C=CC=C1)N=C(C)C1=CC=CC(=N1)C(C)=NC1=C(C=CC=C1C)C ((1-{6-[1-(2-Butyl-phenylimino)-ethyl]-pyridin-2-yl}-ethylidene)-(2,6-dimethyl-phenyl)-amine). Reaction SMILES: [CH3:1][C:2]1[CH:7]=[CH:6][CH:5]=[C:4]([CH3:8])[C:3]=1[N:9]=[C:10]([C:12]1[N:17]=[C:16]([C:18](=O)[CH3:19])[CH:15]=[CH:14][CH:13]=1)[CH3:11].[CH2:21]([C:25]1[CH:30]=[CH:29][CH:28]=[CH:27][C:26]=1[NH2:31])[CH2:22][CH2:23][CH3:24]>C1(C)C=CC=CC=1>[CH2:21]([C:25]1[CH:30]=[CH:29][CH:28]=[CH:27][C:26]=1[N:31]=[C:18]([C:16]1[N:17]=[C:12]([C:10](=[N:9][C:3]2[C:2]([CH3:1])=[CH:7][CH:6]=[CH:5][C:4]=2[CH3:8])[CH3:11])[CH:13]=[CH:14][CH:15]=1)[CH3:19])[CH2:22][CH2:23][CH3:24]. Procedure details: 1-{6-[1-(2,6-Dimethyl-phenylimino)-ethyl]-pyridin-2-yl}-ethanone 1 (2.3 g, 0.0088 mol), 1.68 g (0.0244 mol) of 2-n-Butyl-phenylamine 12, 100 g of fresh molecular sieves, and 100 ml of toluene were kept at 100° C. for 3 days under the flow of nitrogen. The solvent was removed in a rotary evaporator and the residue was recrystallized from 5 ml of ethanol. The yield of (1-{6-[1-(2-n-butyl-phenylimino)-ethyl]-pyridin-2-yl}-ethylidene)-(2,6-dimethyl-phenyl)-amine 11 was 2.60 g (76%) as a yellow solid...